Dataset: the Open Reaction Database (ORD), a public repository of structured organic reaction records. Task: describe an organic reaction: reactants, conditions, products, and yield The reactants are ClC(C(C(=O)OCC)=O)C(=O)OCC (diethyl 3-chloro-2-oxosuccinate), CC(C=CCC)=O (hexen-2-a1), S(N)([O-])(=O)=O.[NH4+] (ammonium sulphamate). Solvent: C(C)O (ethanol). The product is C(CC)C1=C(C(=NC=C1)C(=O)OCC)C(=O)OCC (Diethyl 4-n-propylpyridine-2,3-dicarboxylate). Isolated yield 18.6%. RXN SMILES: Cl[CH:2]([C:10]([O:12][CH2:13][CH3:14])=[O:11])[C:3](=O)[C:4]([O:6][CH2:7][CH3:8])=[O:5].[CH3:15][C:16](=O)[CH:17]=[CH:18][CH2:19][CH3:20].S(=O)(=O)([O-])[NH2:23].[NH4+]>C(O)C>[CH2:17]([C:18]1[CH:19]=[CH:20][N:23]=[C:3]([C:4]([O:6][CH2:7][CH3:8])=[O:5])[C:2]=1[C:10]([O:12][CH2:13][CH3:14])=[O:11])[CH2:16][CH3:15] |f:2.3|. Procedure: A solution of diethyl 3-chloro-2-oxosuccinate (137.4 g, 0.69 mol), hexen-2-a1 (72.5 g, 0.74 mol) and ammonium sulphamate (190.2 g, 1.66 mol) in ethanol (450 ml) was stirred under reflux for 36 hours and then filtered. The filtrate was evaporated under vacuum, the resulting residue dissolved in water (500 ml) and this solution extracted with ethyl acetate (6×500 ml). The combined organic extracts were dried (MgSO4) and evaporated under vacuum, then the resulting residue was chromatographed on sil... Starting materials: BrC1=C2COC(=O)C2=CC=C1NC(C(CC(C)(C1=CC=CC=C1)C)=O)=O (4-bromo-5-(4-methyl-2-oxo-4-phenyl-valeroylamino)-phthalide), NC=1C=C2COC(=O)C2=CC1 (5-aminophthalide), IC1=CC=C(C=C1)C(CC(C(=O)O)=O)(C)C (4-(4-iodophenyl)-4-methyl-2-oxo-valeric acid). Product: IC1=CC=C(C=C1)C(CC(C(=O)NC=1C=C2COC(=O)C2=CC1)=O)(C)C (5-[4-(4-Iodophenyl)-4-methyl-2-oxo-valeroylamino)-phthalide). Reaction SMILES: Br[C:2]1[C:11]([NH:12][C:13](=[O:26])[C:14](=[O:25])[CH2:15][C:16]([CH3:24])([C:18]2[CH:23]=[CH:22][CH:21]=[CH:20][CH:19]=2)[CH3:17])=[CH:10][CH:9]=[C:8]2[C:3]=1[CH2:4][O:5][C:6]2=[O:7].NC1C=C2C(=CC=1)C(=O)OC2.[I:38]C1C=CC(C(C)(C)CC(=O)C(O)=O)=CC=1>>[I:38][C:21]1[CH:22]=[CH:23][C:18]([C:16]([CH3:24])([CH3:17])[CH2:15][C:14](=[O:25])[C:13]([NH:12][C:11]2[CH:2]=[C:3]3[C:8](=[CH:9][CH:10]=2)[C:6](=[O:7])[O:5][CH2:4]3)=[O:26])=[CH:19][CH:20]=1. Reported procedure: was obtained analogously to the process that is described for 4-bromo-5-(4-methyl-2-oxo-4-phenyl-valeroylamino)-phthalide from 5-aminophthalide and 4-(4-iodophenyl)-4-methyl-2-oxo-valeric acid as an oil. Reactants: Cl (HCl), C[C@](C(=O)NOC1OCCCC1)(CCN1C(C=C(C=C1)C#CC1=CC=CC=C1)=O)S(=O)(=O)C ((2R)-2-methyl-2-(methylsulfonyl)-4-(2-oxo-4-(phenylethynyl)pyridin-1 (2H)-yl)-N-(tetrahydro-2H-pyran-2-yloxy)butanamide). Solvent: O1CCOCC1 (1,4-dioxane). Conditions: time 8 hour. Product: ONC([C@@](CCN1C(C=C(C=C1)C#CC1=CC=CC=C1)=O)(S(=O)(=O)C)C)=O ((R)—N-hydroxy-2-methyl-2-(methylsulfonyl)-4-(2-oxo-4-(phenylethynyl) pyridin-1(2H)-yl)butanamide). RXN SMILES: Cl.[CH3:2][C@@:3]([S:31]([CH3:34])(=[O:33])=[O:32])([CH2:14][CH2:15][N:16]1[CH:21]=[CH:20][C:19]([C:22]#[C:23][C:24]2[CH:29]=[CH:28][CH:27]=[CH:26][CH:25]=2)=[CH:18][C:17]1=[O:30])[C:4]([NH:6][O:7]C1CCCCO1)=[O:5]>O1CCOCC1>[OH:7][NH:6][C:4](=[O:5])[C@:3]([CH3:2])([S:31]([CH3:34])(=[O:33])=[O:32])[CH2:14][CH2:15][N:16]1[CH:21]=[CH:20][C:19]([C:22]#[C:23][C:24]2[CH:25]=[CH:26][CH:27]=[CH:28][CH:29]=2)=[CH:18][C:17]1=[O:30]. Reported procedure: A solution of 1.0 M aqueous HCl (10 ml) was added slowly to a solution of (2R)-2-methyl-2-(methylsulfonyl)-4-(2-oxo-4-(phenylethynyl)pyridin-1 (2H)-yl)-N-(tetrahydro-2H-pyran-2-yloxy)butanamide (107 mg, 0.226 mmol) in 1,4-dioxane (20 mL) at room temperature. The reaction mixture was allowed to stir at room temperature overnight. After 18 hours the reaction was concentrated to low volume then redissolved in methanol (20 ml) and concentrated in vacuo to afford a light-yellow solid. Yield 71 mg, 81... As a reaction SMILES: [CH3:1][O:2][c:3]1[cH:4][c:5](-[c:12]2[o:13][c:14]([CH2:17][N:18]3[CH2:19][CH2:20][CH2:21][CH2:22]3)[n:15][n:16]2)[cH:6][cH:7][c:8]1[N+:9]([O-:10])=[O:11].[CH3:23][CH2:24][O:25][C:26]([CH3:27])=[O:28]>>[CH3:1][O:2][c:3]1[cH:4][c:5](-[c:12]2[o:13][c:14]([CH2:17][N:18]3[CH2:19][CH2:20][CH2:21][CH2:22]3)[n:15][n:16]2)[cH:6][cH:7][c:8]1[NH2:9]. Yields the product COc1cc(-c2nnc(CN3CCCC3)o2)ccc1N. The reactants are COc1cc(-c2nnc(CN3CCCC3)o2)ccc1[N+](=O)[O-], CCOC(C)=O. Reactants: [Na].C(C1=CC=CC=C1)O[C@H]1[C@H](O[C@@H]([C@H]([C@@H]1OCC1=CC=CC=C1)OCC1=CC=CC=C1)CS(=O)(=O)O)OCCCOC(CCCCCCCCCCCCCCCCC)=O (3-O-(2,3,4-tri-O-benzyl-6-sulfo-α-D-quinovopyranosyl)-1-O-stearoyl-propane-1,3-diol sodium salt), [H][H] (hydrogen). Reagents/catalysts: [Pd] (palladium activated carbon). Solvent: C(C)O (ethanol), ClCCl (dichloromethane). The product is [Na].S(=O)(=O)(O)C[C@@H]1[C@H]([C@@H]([C@H]([C@H](O1)OCCCOC(CCCCCCCCCCCCCCCCC)=O)O)O)O (3-O-(6-sulfo-α-D-quinovopyranosyl)-1-O-stearoyl-propane-1,3-diol sodium salt). As a reaction SMILES: [Na:1].C([O:9][C@@H:10]1[C@@H:15]([O:16]CC2C=CC=CC=2)[C@H:14]([O:24]CC2C=CC=CC=2)[C@@H:13]([CH2:32][S:33]([OH:36])(=[O:35])=[O:34])[O:12][C@@H:11]1[O:37][CH2:38][CH2:39][CH2:40][O:41][C:42](=[O:60])[CH2:43][CH2:44][CH2:45][CH2:46][CH2:47][CH2:48][CH2:49][CH2:50][CH2:51][CH2:52][CH2:53][CH2:54][CH2:55][CH2:56][CH2:57][CH2:58][CH3:59])C1C=CC=CC=1.[H][H]>C(O)C.ClCCl.[Pd]>[Na:1].[S:33]([CH2:32][C@H:13]1[O:12][C@H:11]([O:37][CH2:38][CH2:39][CH2:40][O:41][C:42](=[O:60])[CH2:43][CH2:44][CH2:45][CH2:46][CH2:47][CH2:48][CH2:49][CH2:50][CH2:51][CH2:52][CH2:53][CH2:54][CH2:55][CH2:56][CH2:57][CH2:58][CH3:59])[C@H:10]([OH:9])[C@@H:15]([OH:16])[C@@H:14]1[OH:24])([OH:36])(=[O:34])=[O:35] |f:0.1,6.7,^1:0,69|. Procedure details: To a solution of the compound (9) (28.7 g, 33.3 mmol) in ethanol (400 ml) and dichloromethane (150 ml) was added 10% palladium activated carbon (7.00 g), and the mixture was stirred at room temperature for 48 hours in a hydrogen gas atmosphere. After the sufficient progress of the reaction was confirmed, palladium activated carbon was removed by filtration, and the filtrate was concentrated under reduced pressure. The obtained residue was purified with silica gel chromatography (dichloromethane-...